Task: describe an organic reaction: reactants, conditions, products, and yield. Dataset: the Open Reaction Database (ORD), a public repository of structured organic reaction records Reactants: BrCC=1C=C(C(=O)O)C=CC1 (3-bromomethyl-benzoic acid), CO (methanol). Solvent: C[O-].[Na+] (sodium methylate). Reaction conditions: time 7.5 minute. The product is COCC=1C=C(C(=O)O)C=CC1 (3-methoxymethyl-benzoic acid). Isolated yield 92.0%. RXN SMILES: Br[CH2:2][C:3]1[CH:4]=[C:5]([CH:9]=[CH:10][CH:11]=1)[C:6]([OH:8])=[O:7].[CH3:12][OH:13]>C[O-].[Na+]>[CH3:12][O:13][CH2:2][C:3]1[CH:4]=[C:5]([CH:9]=[CH:10][CH:11]=1)[C:6]([OH:8])=[O:7] |f:2.3|. Reported procedure: 12 g (55.75 millimoles) of 3-bromomethyl-benzoic acid are dissolved in 10 ml of anhydrous methanol and to the solution 22.30 ml of sodium methylate (concentration 5 millimoles/ml) are added dropwise at room temperature. The reaction mixture is stirred for 5-10 minutes, the methanol is removed in vacuo. The residue is dissolved in 10 ml of ethyl acetate, to the solution 2 ml of water are added and the pH of the mixture is adjusted to 2-3 with a 2N sodium hydrogen sulfate solution at 0° C. The lay... Starting materials: COC1=CC=C2C=CC=NC2=C1 (7-methoxyquinoline), OS(=O)(=O)O (H2SO4), COC1=CC=C2C=CC=NC2=C1 (7-methoxyquinoline), [N+](=O)([O-])[O-].[K+] (potassium nitrate). The product is COC1=CC=C2C=CC=NC2=C1[N+](=O)[O-] (7-Methoxy-8-nitroquinoline). Yield: 48.8%. As a reaction SMILES: [CH3:1][O:2][C:3]1[CH:12]=[C:11]2[C:6]([CH:7]=[CH:8][CH:9]=[N:10]2)=[CH:5][CH:4]=1.[N+:13]([O-])([O-:15])=[O:14].[K+].OS(O)(=O)=O>>[CH3:1][O:2][C:3]1[C:12]([N+:13]([O-:15])=[O:14])=[C:11]2[C:6]([CH:7]=[CH:8][CH:9]=[N:10]2)=[CH:5][CH:4]=1 |f:1.2|. Procedure details: In a similar fashion using route 7 general procedure 15, 7-methoxyquinoline (Intermediate 58) (400 mg, 2.51 mmol), potassium nitrate (330 mg, 3.26 mmol) and conc. H2SO4 (1.2 ml) gave the title compound (250 mg, 50%) after purification by column chromatography with n-hexane/EtOAc (3:1) as the eluent. The reactants are C1(=CC=CC=C1)[C@@H](C)NC1=C(CN(CC1)C(=O)OC(C)(C)C)C(=O)OCC ((R)-1-tert-butyl 3-ethyl 4-(1-phenylethylamino)-5,6-dihydro-pyridine-1,3(2H)-dicarboxylate), C(C)#N (acetonitrile), CCOCC (Ether), [BH-](OC(=O)C)(OC(=O)C)OC(=O)C.[Na+] (Na(OAc)3BH). Run in C(C)(=O)O (acetic acid). Reaction conditions: temperature 0 celsius, time 2 hour. Product: C1(=CC=CC=C1)[C@@H](C)N[C@H]1[C@H](CN(CC1)C(=O)OC(C)(C)C)C(=O)OCC ((3S,4R)-1-tert-butyl 3-ethyl 4-((R)-1-phenylethylamino)-piperidine-1,3-dicarboxylate). Isolated yield 40.9%. RXN SMILES: CCOCC.[C:6]1([C@H:12]([NH:14][C:15]2[CH2:20][CH2:19][N:18]([C:21]([O:23][C:24]([CH3:27])([CH3:26])[CH3:25])=[O:22])[CH2:17][C:16]=2[C:28]([O:30][CH2:31][CH3:32])=[O:29])[CH3:13])[CH:11]=[CH:10][CH:9]=[CH:8][CH:7]=1.C(#N)C.[BH-](OC(C)=O)(OC(C)=O)OC(C)=O.[Na+]>C(O)(=O)C>[C:6]1([C@H:12]([NH:14][C@@H:15]2[CH2:20][CH2:19][N:18]([C:21]([O:23][C:24]([CH3:27])([CH3:25])[CH3:26])=[O:22])[CH2:17][C@@H:16]2[C:28]([O:30][CH2:31][CH3:32])=[O:29])[CH3:13])[CH:11]=[CH:10][CH:9]=[CH:8][CH:7]=1 |f:3.4|. Reported procedure: A 1L 3-neck round bottom flask equipped with a mechanical stirrer and addition funnel was charged with 252B (14.7 g, 39 mmol) and acetonitrile (200 mL) and acetic acid (100 mL). The solution was cooled to 0° C. and Na(OAc)3BH (33.3 g, 157 mmol) was added in three portions over 2 hours. The reaction was stirred for two hours at this temperature after the final addition. The mixture was then cooled to −10° C. and slowly quenched by addition of 1 N NaOH (100 mL), 4 N NaOH (100 mL), 6 N NaOH (100 mL...